This data is from the Open Reaction Database (ORD), a public repository of structured organic reaction records. The task is: describe an organic reaction: reactants, conditions, products, and yield The reactants are C1CCOC1, CO, [Cl-], Cc1c(OCCN2CCOCC2)cn2ncnc(Oc3ccc([N+](=O)[O-])cc3F)c12, [NH4+]. As a reaction SMILES: [CH2:33]1[O:34][CH2:35][CH2:36][CH2:37]1.[CH3:38][OH:39].[Cl-:31].[F:1][c:2]1[c:3]([O:4][c:5]2[n:6][cH:7][n:8][n:9]3[c:10]2[c:11]([CH3:23])[c:12]([O:14][CH2:15][CH2:16][N:17]2[CH2:18][CH2:19][O:20][CH2:21][CH2:22]2)[cH:13]3)[cH:24][cH:25][c:26]([N+:28]([O-:29])=[O:30])[cH:27]1.[NH4+:32]>>[F:1][c:2]1[c:3]([O:4][c:5]2[n:6][cH:7][n:8][n:9]3[c:10]2[c:11]([CH3:23])[c:12]([O:14][CH2:15][CH2:16][N:17]2[CH2:18][CH2:19][O:20][CH2:21][CH2:22]2)[cH:13]3)[cH:24][cH:25][c:26]([NH2:28])[cH:27]1. Product: Cc1c(OCCN2CCOCC2)cn2ncnc(Oc3ccc(N)cc3F)c12.